This data is from the Open Reaction Database (ORD), a public repository of structured organic reaction records. The task is: describe an organic reaction: reactants, conditions, products, and yield Starting materials: CCOC(=O)CCc1ccc2c(c1)CC(CNS(=O)(=O)c1ccc(Cl)cc1)C2, Cl, [Na+], [OH-]. The product is O=C(O)CCc1ccc2c(c1)CC(CNS(=O)(=O)c1ccc(Cl)cc1)C2. As a reaction SMILES: [CH2:1]([CH3:2])[O:3][C:4]([CH2:5][CH2:6][c:7]1[cH:8][c:9]2[c:13]([cH:14][cH:15]1)[CH2:12][CH:11]([CH2:16][NH:17][S:18](=[O:19])(=[O:20])[c:21]1[cH:22][cH:23][c:24]([Cl:27])[cH:25][cH:26]1)[CH2:10]2)=[O:28].[ClH:29].[Na+:31].[OH-:30]>>[O:3]=[C:4]([CH2:5][CH2:6][c:7]1[cH:8][c:9]2[c:13]([cH:14][cH:15]1)[CH2:12][CH:11]([CH2:16][NH:17][S:18](=[O:19])(=[O:20])[c:21]1[cH:22][cH:23][c:24]([Cl:27])[cH:25][cH:26]1)[CH2:10]2)[OH:28]. Starting materials: ClCCl, OC1C=C(c2ccc(Cl)c(Cl)c2)CC1. Yields the product OC1CCC2(c3ccc(Cl)c(Cl)c3)CC12. Reaction SMILES: [Cl:15][CH2:16][Cl:17].[Cl:1][c:2]1[cH:3][c:4]([C:9]2=[CH:10][CH:11]([OH:14])[CH2:12][CH2:13]2)[cH:5][cH:6][c:7]1[Cl:8]>>[Cl:1][c:2]1[cH:3][c:4]([C:9]23[CH:10]([CH:11]([OH:14])[CH2:12][CH2:13]2)[CH2:16]3)[cH:5][cH:6][c:7]1[Cl:8].